From a dataset of the Open Reaction Database (ORD), a public repository of structured organic reaction records. describe an organic reaction: reactants, conditions, products, and yield Reactants: O=c1[nH]c2cc(Br)ccc2c(=O)n1Cc1ccc(Br)cc1F, CCOC(=O)CBr, CN(C)C=O, [H-], [Na+], O. Yields the product CCOC(=O)Cn1c(=O)n(Cc2ccc(Br)cc2F)c(=O)c2ccc(Br)cc21. RXN SMILES: [Br:1][c:2]1[cH:3][cH:4][c:5]2[c:6](=[O:22])[n:7]([CH2:13][c:14]3[c:15]([F:21])[cH:16][c:17]([Br:20])[cH:18][cH:19]3)[c:8](=[O:12])[nH:9][c:10]2[cH:11]1.[Br:25][CH2:26][C:27](=[O:28])[O:29][CH2:30][CH3:31].[CH3:33][N:34]([CH3:35])[CH:36]=[O:37].[H-:23].[Na+:24].[OH2:32]>>[Br:1][c:2]1[cH:3][cH:4][c:5]2[c:6](=[O:22])[n:7]([CH2:13][c:14]3[c:15]([F:21])[cH:16][c:17]([Br:20])[cH:18][cH:19]3)[c:8](=[O:12])[n:9]([CH2:26][C:27](=[O:28])[O:29][CH2:30][CH3:31])[c:10]2[cH:11]1. The reactants are CCCCCCc1ccc(-c2ncc(-c3ccc(O)cc3)s2)cc1, CCCCCC(=O)O, C(=NC1CCCCC1)=NC1CCCCC1, ClCCl, c1cc(N2CCCC2)ccn1. Yields the product CCCCCCc1ccc(-c2ncc(-c3ccc(OC(=O)CCCCC)cc3)s2)cc1. Reaction SMILES: [CH2:1]([CH2:2][CH2:3][CH2:4][CH2:5][CH3:6])[c:7]1[cH:8][cH:9][c:10](-[c:13]2[s:14][c:15](-[c:18]3[cH:19][cH:20][c:21]([OH:24])[cH:22][cH:23]3)[cH:16][n:17]2)[cH:11][cH:12]1.[CH3:25][CH2:26][CH2:27][CH2:28][CH2:29][C:30]([OH:31])=[O:32].[CH:33]1([N:34]=[C:35]=[N:36][CH:37]2[CH2:38][CH2:39][CH2:40][CH2:41][CH2:42]2)[CH2:43][CH2:44][CH2:45][CH2:46][CH2:47]1.[Cl:59][CH2:60][Cl:61].[N:48]1([c:49]2[cH:50][cH:51][n:52][cH:53][cH:54]2)[CH2:55][CH2:56][CH2:57][CH2:58]1>>[CH2:1]([CH2:2][CH2:3][CH2:4][CH2:5][CH3:6])[c:7]1[cH:8][cH:9][c:10](-[c:13]2[s:14][c:15](-[c:18]3[cH:19][cH:20][c:21]([O:24][C:30]([CH2:29][CH2:28][CH2:27][CH2:26][CH3:25])=[O:31])[cH:22][cH:23]3)[cH:16][n:17]2)[cH:11][cH:12]1. The reactants are C(C)N1C=C(C(C2=C(C(=C(C(=C12)F)F)F)F)=O)C(=O)O (1-ethyl-5,6,7,8-tetrafluoro-1,4-dihydro-4-oxo-3-quinolinecarboxylic acid), 1,8-diazobicyclo[5.4.0]undec-7-ene, N1CC(CC1)CN (3-pyrrolidinemethanamine). Run in C(C)#N (acetonitrile), C(C)OCC (diethyl ether). Run at temperature 45 celsius, time 18 hour. The product is NCC1CN(CC1)C1=C(C(=C2C(C(=CN(C2=C1F)CC)C(=O)O)=O)F)F (7-[3-(Aminomethyl)-1-pyrrolidinyl]-1-ethyl-5,6,8-trifluoro-1,4-dihydro-4-oxo-3-quinolinecarboxylic acid). The yield is 80.5%. Reaction SMILES: [CH2:1]([N:3]1[C:12]2[C:7](=[C:8]([F:16])[C:9]([F:15])=[C:10](F)[C:11]=2[F:13])[C:6](=[O:17])[C:5]([C:18]([OH:20])=[O:19])=[CH:4]1)[CH3:2].[NH:21]1[CH2:25][CH2:24][CH:23]([CH2:26][NH2:27])[CH2:22]1>C(#N)C.C(OCC)C>[NH2:27][CH2:26][CH:23]1[CH2:24][CH2:25][N:21]([C:10]2[C:11]([F:13])=[C:12]3[C:7]([C:6](=[O:17])[C:5]([C:18]([OH:20])=[O:19])=[CH:4][N:3]3[CH2:1][CH3:2])=[C:8]([F:16])[C:9]=2[F:15])[CH2:22]1. Reported procedure: To 1.0 g (3.5 mmol) of 1-ethyl-5,6,7,8-tetrafluoro-1,4-dihydro-4-oxo-3-quinolinecarboxylic acid in 20 ml of acetonitrile was added 1.05 g (6.9 mmol) of 1,8-diazobicyclo[5.4.0]undec-7-ene and 0.35 g (3.5 mmol) of 3-pyrrolidinemethanamine and the mixture was stirred at 45° C. for 18 hours, then refluxed one hour. The mixture was cooled, diluted with 50 ml of diethyl ether, and filtered. The solids were washed with ethanol and then diethyl ether to give 1.04 g (82%) of the title compound, mp>170° C... Starting materials: CCOC(C)=O, CC(C)(C)OC(=O)N1CCC(C(=O)Nc2cc(Oc3ccc4c(ccn4C(=O)NCCF)c3)ccn2)CC1, [Na], O, O=C(O)C(F)(F)F. Yields the product O=C(Nc1cc(Oc2ccc3c(ccn3C(=O)NCCF)c2)ccn1)C1CCNCC1. As a reaction SMILES: [CH3:39][CH2:40][O:41][C:42](=[O:43])[CH3:44].[F:1][CH2:2][CH2:3][NH:4][C:5](=[O:6])[n:7]1[cH:8][cH:9][c:10]2[cH:11][c:12]([O:16][c:17]3[cH:18][c:19]([NH:23][C:24](=[O:25])[CH:26]4[CH2:27][CH2:28][N:29]([C:32]([O:33][C:34]([CH3:35])([CH3:36])[CH3:37])=[O:38])[CH2:30][CH2:31]4)[n:20][cH:21][cH:22]3)[cH:13][cH:14][c:15]12.[Na:45].[OH2:46].[OH:47][C:48]([C:49]([F:50])([F:51])[F:52])=[O:53]>>[F:1][CH2:2][CH2:3][NH:4][C:5](=[O:6])[n:7]1[cH:8][cH:9][c:10]2[cH:11][c:12]([O:16][c:17]3[cH:18][c:19]([NH:23][C:24](=[O:25])[CH:26]4[CH2:27][CH2:28][NH:29][CH2:30][CH2:31]4)[n:20][cH:21][cH:22]3)[cH:13][cH:14][c:15]12. Reactants: COC1=CC=C(C=C1)CCN1CCC(CC1)(NN1C=CC=C1)CC (1-[2-(4-methoxyphenyl)ethyl]-4-ethyl-4-(1H-pyrrol-1-yl)aminopiperidine), C([O-])(O)=O.[Na+] (sodium bicarbonate), ClCCl (dichloromethane), N#CBr (cyanogen bromide), ClCCl (dichloromethane). Yields the product Cl.COC1=CC=C(C=C1)CCN1CCC(CC1)N(C#N)N1C=CC=C1 (N-{1-[2-(4-methoxyphenyl)ethyl]piperidin-4-yl}-N-(1H-pyrrol-1-yl)cyanamide hydrochloride). Yield: 58.0%. Reaction SMILES: [CH3:1][O:2][C:3]1[CH:8]=[CH:7][C:6]([CH2:9][CH2:10][N:11]2[CH2:16][CH2:15][C:14](CC)([NH:17][N:18]3[CH:22]=[CH:21][CH:20]=[CH:19]3)[CH2:13][CH2:12]2)=[CH:5][CH:4]=1.C(=O)(O)[O-].[Na+].[N:30]#[C:31]Br.[Cl:33]CCl>>[ClH:33].[CH3:1][O:2][C:3]1[CH:8]=[CH:7][C:6]([CH2:9][CH2:10][N:11]2[CH2:12][CH2:13][CH:14]([N:17]([N:18]3[CH:22]=[CH:21][CH:20]=[CH:19]3)[C:31]#[N:30])[CH2:15][CH2:16]2)=[CH:5][CH:4]=1 |f:1.2,5.6|. Procedure: To a solution of 1-[2-(4-methoxyphenyl)ethyl]-4-ethyl-4-(1H-pyrrol-1-yl)aminopiperidine of Example 12a (4 g, 13.4 mmole) in 150 ml dichloromethane containing sodium bicarbonate (3.4 g, 40 mmole) was added a solution of cyanogen bromide (1.6 g, 14.7 mmole) in 25 ml dichloromethane. After stirring twenty hours at ambient temperature, the reaction mixture was evaporated, stirred with water and extracted with ether. The organic extract was washed with water and saturated NaCl and was dried (anhydrou... Starting materials: Fc1cncc(Br)c1, Cc1ccccc1, CCN(C(C)C)C(C)C, O=C(C=Cc1ccccc1)C=Cc1ccccc1, O=C(C=Cc1ccccc1)C=Cc1ccccc1, O=C(C=Cc1ccccc1)C=Cc1ccccc1, O, [Pd], [Pd], CC1(C)c2cccc(P(c3ccccc3)c3ccccc3)c2Oc2c(P(c3ccccc3)c3ccccc3)cccc21, SCc1ccccc1. Yields the product Fc1cncc(SCc2ccccc2)c1. RXN SMILES: [Br:1][c:2]1[cH:3][n:4][cH:5][c:6]([F:8])[cH:7]1.[CH3:68][c:69]1[cH:70][cH:71][cH:72][cH:73][cH:74]1.[CH:17]([N:18]([CH2:19][CH3:20])[CH:21]([CH3:22])[CH3:23])([CH3:24])[CH3:25].[O:114]=[C:115]([CH:116]=[CH:117][c:118]1[cH:119][cH:120][cH:121][cH:122][cH:123]1)[CH:124]=[CH:125][c:126]1[cH:127][cH:128][cH:129][cH:130][cH:131]1.[O:78]=[C:79]([CH:80]=[CH:81][c:82]1[cH:83][cH:84][cH:85][cH:86][cH:87]1)[CH:88]=[CH:89][c:90]1[cH:91][cH:92][cH:93][cH:94][cH:95]1.[O:96]=[C:97]([CH:98]=[CH:99][c:100]1[cH:101][cH:102][cH:103][cH:104][cH:105]1)[CH:106]=[CH:107][c:108]1[cH:109][cH:110][cH:111][cH:112][cH:113]1.[OH2:75].[Pd:76].[Pd:77].[c:26]1([P:27]([c:28]2[cH:29][cH:30][cH:31][cH:32][cH:33]2)[c:34]2[c:35]3[c:59]([cH:60][cH:61][cH:62]2)[C:56]([CH3:57])([CH3:58])[c:38]2[c:37]([c:42]([P:43]([c:44]4[cH:45][cH:46][cH:47][cH:48][cH:49]4)[c:50]4[cH:51][cH:52][cH:53][cH:54][cH:55]4)[cH:41][cH:40][cH:39]2)[O:36]3)[cH:63][cH:64][cH:65][cH:66][cH:67]1.[c:9]1([CH2:15][SH:16])[cH:10][cH:11][cH:12][cH:13][cH:14]1>>[c:2]1([S:16][CH2:15][c:9]2[cH:10][cH:11][cH:12][cH:13][cH:14]2)[cH:3][n:4][cH:5][c:6]([F:8])[cH:7]1. Reactants: Cc1oc(-c2ccccc2)nc1COc1ccc2c(-c3ccccc3)c(COc3nn(-c4ccccc4)cc3CO)oc2c1, C1CCOC1. The product is Cc1oc(-c2ccccc2)nc1COc1ccc2c(-c3ccccc3)c(COc3nn(-c4ccccc4)cc3C=O)oc2c1. Reaction SMILES: [CH3:1][c:2]1[c:3]([CH2:13][O:14][c:15]2[cH:16][c:17]3[c:18]([c:19](-[c:37]4[cH:38][cH:39][cH:40][cH:41][cH:42]4)[c:20]([CH2:22][O:23][c:24]4[n:25][n:26](-[c:31]5[cH:32][cH:33][cH:34][cH:35][cH:36]5)[cH:27][c:28]4[CH2:29][OH:30])[o:21]3)[cH:43][cH:44]2)[n:4][c:5](-[c:7]2[cH:8][cH:9][cH:10][cH:11][cH:12]2)[o:6]1.[O:45]1[CH2:46][CH2:47][CH2:48][CH2:49]1>>[CH3:1][c:2]1[c:3]([CH2:13][O:14][c:15]2[cH:16][c:17]3[c:18]([c:19](-[c:37]4[cH:38][cH:39][cH:40][cH:41][cH:42]4)[c:20]([CH2:22][O:23][c:24]4[n:25][n:26](-[c:31]5[cH:32][cH:33][cH:34][cH:35][cH:36]5)[cH:27][c:28]4[CH:29]=[O:30])[o:21]3)[cH:43][cH:44]2)[n:4][c:5](-[c:7]2[cH:8][cH:9][cH:10][cH:11][cH:12]2)[o:6]1. Starting materials: BrCc1ccccc1, O=C([O-])[O-], Cn1c(=O)c2[nH]c(Cl)nc2n(C)c1=O, [K+], [K+], CN(C)C=O. The product is Cn1c(=O)c2c(nc(Cl)n2Cc2ccccc2)n(C)c1=O. Reaction SMILES: [Br:15][CH2:16][c:17]1[cH:18][cH:19][cH:20][cH:21][cH:22]1.[C:23](=[O:24])([O-:25])[O-:26].[CH3:1][n:2]1[c:3]2[n:4][c:5]([Cl:6])[nH:7][c:8]2[c:9](=[O:10])[n:11]([CH3:12])[c:13]1=[O:14].[K+:27].[K+:28].[O:29]=[CH:30][N:31]([CH3:32])[CH3:33]>>[CH3:1][n:2]1[c:3]2[n:4][c:5]([Cl:6])[n:7]([CH2:16][c:17]3[cH:18][cH:19][cH:20][cH:21][cH:22]3)[c:8]2[c:9](=[O:10])[n:11]([CH3:12])[c:13]1=[O:14]. The reactants are COC1=CC=C(C=C1)S(=O)CC#CCOC1=CC=CC=C1 (1-(4-methoxyphenylsulphinyl)-4-phenoxybut-2-yne), C(Cl)(Cl)Cl (chloroform), [OH-].[Na+] (sodium hydroxide). Run in ClCCl (dichloromethane). Conditions: time 18 hour. The product is COC1=CC2=C(SCC2C(COC2=CC=CC=C2)=O)C=C1 (1-(5-methoxy-2,3-dihydrobenzo[b]thiophen-3-yl)-2-phenoxyethanone). Reaction SMILES: [CH3:1][O:2][C:3]1[CH:8]=[CH:7][C:6]([S:9]([CH2:11][C:12]#[C:13][CH2:14][O:15][C:16]2[CH:21]=[CH:20][CH:19]=[CH:18][CH:17]=2)=O)=[CH:5][CH:4]=1.C(Cl)(Cl)Cl.[OH-:26].[Na+]>ClCCl>[CH3:1][O:2][C:3]1[CH:8]=[CH:7][C:6]2[S:9][CH2:11][CH:12]([C:13](=[O:26])[CH2:14][O:15][C:16]3[CH:21]=[CH:20][CH:19]=[CH:18][CH:17]=3)[C:5]=2[CH:4]=1 |f:2.3|. Reported procedure: NMR analysis of both gums indicated the second to be of higher purity, so this was used in the subsequent stages. A mixture of the crude 1-(4-methoxyphenylsulphinyl)-4-phenoxybut-2-yne (2.1 g) and chloroform (25 ml) was heated under nitrogen at an external temperature of 80°-85° C. for 1 hour, allowed to stand at ambient temperature for 18 hours, and heated at an external temperature of 90°-95° C. for 6 hours. The solvent was removed by distillation to leave crude 5-methoxy-3-methylene-2-phenoxy... Starting materials: CCC(NC(=O)OC(C)(C)C)C1CCNC(C(N)=O)C1, O=C(Cl)OCc1ccccc1, ClCCl, CCN(C(C)C)C(C)C. Product: CCC(NC(=O)OC(C)(C)C)C1CCN(C(=O)OCc2ccccc2)C(C(N)=O)C1. Reaction SMILES: [C:1]([CH3:2])([CH3:3])([CH3:4])[O:5][C:6]([NH:7][CH:8]([CH2:9][CH3:10])[CH:11]1[CH2:12][CH:13]([C:17]([NH2:18])=[O:19])[NH:14][CH2:15][CH2:16]1)=[O:20].[CH2:30]([c:31]1[cH:32][cH:33][cH:34][cH:35][cH:36]1)[O:37][C:38](=[O:39])[Cl:40].[CH2:41]([Cl:42])[Cl:43].[CH:21]([N:22]([CH2:23][CH3:24])[CH:25]([CH3:26])[CH3:27])([CH3:28])[CH3:29]>>[C:1]([CH3:2])([CH3:3])([CH3:4])[O:5][C:6]([NH:7][CH:8]([CH2:9][CH3:10])[CH:11]1[CH2:12][CH:13]([C:17]([NH2:18])=[O:19])[N:14]([C:38]([O:37][CH2:30][c:31]2[cH:32][cH:33][cH:34][cH:35][cH:36]2)=[O:39])[CH2:15][CH2:16]1)=[O:20].